Dataset: the Open Reaction Database (ORD), a public repository of structured organic reaction records. Task: describe an organic reaction: reactants, conditions, products, and yield The reactants are OO (H2O2), C(C=C)C1(OCCCC1)C1=CC=CC=C1 (2-allyl-2-phenyltetrahydro-2H-pyran), [OH-].[Na+] (NaOH), O (water). Run in C1CCOC1 (THF). Conditions: time 8 hour. Yields the product C1(=CC=CC=C1)C1(OCCCC1)CCCO (3-(2-phenyltetrahydro-2H-pyran-2-yl)propan-1-ol). As a reaction SMILES: [CH2:1]([C:4]1([C:10]2[CH:15]=[CH:14][CH:13]=[CH:12][CH:11]=2)[CH2:9][CH2:8][CH2:7][CH2:6][O:5]1)[CH:2]=[CH2:3].[OH2:16].[OH-].[Na+].OO>C1COCC1>[C:10]1([C:4]2([CH2:1][CH2:2][CH2:3][OH:16])[CH2:9][CH2:8][CH2:7][CH2:6][O:5]2)[CH:15]=[CH:14][CH:13]=[CH:12][CH:11]=1 |f:2.3|. Procedure details: To a solution of 2-allyl-2-phenyltetrahydro-2H-pyran (700 mg, 3.46 mmol) in THF (7 mL) at 0° C. was added 1M borane tetrahydrofuran complex (1.730 mL, 1.730 mmol) dropwise, and the mixture was stirred overnight at room temperature. After cooling to 0° C., water (0.07 ml) was added to destroy the excess borane. After stirring for 10 mins, 3M NaOH (0.42 mL, 1.260 mmol) was added and stirred for 10 mins. Then 30% H2O2 (0.42 mL, 4.11 mmol) was added and the cooling bath was removed. It was refluxed ... The reactants are NC1CCC(C(=O)c2nc3ccccc3s2)CC1, O=Cc1ccc2c(c1)NC(=O)CO2. The product is O=C1COc2ccc(CNC3CCC(C(=O)c4nc5ccccc5s4)CC3)cc2N1. Reaction SMILES: [NH2:1][CH:2]1[CH2:3][CH2:4][CH:5]([C:8](=[O:9])[c:10]2[s:11][c:12]3[c:13]([n:14]2)[cH:15][cH:16][cH:17][cH:18]3)[CH2:6][CH2:7]1.[O:19]=[C:20]1[CH2:21][O:22][c:23]2[c:24]([cH:26][c:27]([CH:30]=[O:31])[cH:28][cH:29]2)[NH:25]1>>[NH:1]([CH:2]1[CH2:3][CH2:4][CH:5]([C:8](=[O:9])[c:10]2[s:11][c:12]3[c:13]([n:14]2)[cH:15][cH:16][cH:17][cH:18]3)[CH2:6][CH2:7]1)[CH2:30][c:27]1[cH:26][c:24]2[c:23]([cH:29][cH:28]1)[O:22][CH2:21][C:20](=[O:19])[NH:25]2. Reactants: C[SiH](C)OC(c1cccnc1C=O)C(C)(C)C, ClCCl, O=C1c2ccccc2C(=O)N1CCCCNC1CCCc2cccnc21. The product is C[SiH](C)OC(c1cccnc1CN(CCCCN1C(=O)c2ccccc2C1=O)C1CCCc2cccnc21)C(C)(C)C. Reaction SMILES: [C:1]([CH3:2])([CH3:3])([CH3:4])[CH:5]([c:6]1[c:7]([CH:12]=[O:13])[n:8][cH:9][cH:10][cH:11]1)[O:14][SiH:15]([CH3:16])[CH3:17].[Cl:44][CH2:45][Cl:46].[n:18]1[cH:19][cH:20][cH:21][c:22]2[c:27]1[CH:26]([NH:28][CH2:29][CH2:30][CH2:31][CH2:32][N:33]1[C:34](=[O:43])[c:35]3[cH:36][cH:37][cH:38][cH:39][c:40]3[C:41]1=[O:42])[CH2:25][CH2:24][CH2:23]2>>[C:1]([CH3:2])([CH3:3])([CH3:4])[CH:5]([c:6]1[c:7]([CH2:12][N:28]([CH:26]2[CH2:25][CH2:24][CH2:23][c:22]3[cH:21][cH:20][cH:19][n:18][c:27]32)[CH2:29][CH2:30][CH2:31][CH2:32][N:33]2[C:34](=[O:43])[c:35]3[cH:36][cH:37][cH:38][cH:39][c:40]3[C:41]2=[O:42])[n:8][cH:9][cH:10][cH:11]1)[O:14][SiH:15]([CH3:16])[CH3:17]. Starting materials: CC(=O)OCC1(C)CCn2cc([N+](=O)[O-])nc2O1, CO, [K+], [K+], O=C([O-])[O-], O. The product is CC1(CO)CCn2cc([N+](=O)[O-])nc2O1. Reaction SMILES: [C:1](=[O:2])([CH3:3])[O:4][CH2:5][C:6]1([CH3:18])[CH2:7][CH2:8][n:9]2[c:10]([n:12][c:13]([N+:15](=[O:16])[O-:17])[cH:14]2)[O:11]1.[CH3:25][OH:26].[K+:19].[K+:20].[O-:21][C:22]([O-:23])=[O:24].[OH2:27]>>[OH:4][CH2:5][C:6]1([CH3:18])[CH2:7][CH2:8][n:9]2[c:10]([n:12][c:13]([N+:15](=[O:16])[O-:17])[cH:14]2)[O:11]1. Starting materials: O=[O+][O-] (O3), CC1(OCCC(C1)(CC=C)C1=CC=C(C=C1)C)C (2,2-dimethyl-4-(4-methylphenyl)-4-(prop-2-en-1-yl)oxane), C1(=CC=CC=C1)P(C1=CC=CC=C1)C1=CC=CC=C1 (triphenylphosphine). The solvent is C(Cl)Cl (CH2Cl2). Reaction conditions: time 5 minute. Product: CC1(OCCC(C1)(C1=CC=C(C=C1)C)CC=O)C (2-[2,2-dimethyl-4-(4-methylphenyl)oxan-4-yl]acetaldehyde). Isolated yield 52.0%. Reaction SMILES: [O:1]=[O+][O-].[CH3:4][C:5]1([CH3:21])[CH2:10][C:9]([C:14]2[CH:19]=[CH:18][C:17]([CH3:20])=[CH:16][CH:15]=2)([CH2:11][CH:12]=C)[CH2:8][CH2:7][O:6]1.C1(P(C2C=CC=CC=2)C2C=CC=CC=2)C=CC=CC=1>C(Cl)Cl>[CH3:4][C:5]1([CH3:21])[CH2:10][C:9]([CH2:11][CH:12]=[O:1])([C:14]2[CH:19]=[CH:18][C:17]([CH3:20])=[CH:16][CH:15]=2)[CH2:8][CH2:7][O:6]1. Reported procedure: O3 gas was passed through a solution of 2,2-dimethyl-4-(4-methylphenyl)-4-(prop-2-en-1-yl)oxane (1.21 g, 5 mmol) in CH2Cl2 (50 ml) at −78° C. until the solution turned light blue (about 5 min). After additional 5 minutes, the reaction mix was purged with oxygen gas for 15 min before adding triphenylphosphine (2.62 g, 10 mmol). The reaction was stirred at rt for 4 h and concentrated. Purified by normal phase SiO2 chromatography (10 to 60% EtOAc/hexanes) to give 2-[2,2-dimethyl-4-(4-methylphenyl)o...